describe an organic reaction: reactants, conditions, products, and yield From a dataset of the Open Reaction Database (ORD), a public repository of structured organic reaction records. Starting materials: [2H]C1=C(C(=C(C(=C1[2H])N)N)[2H])[2H] (O-Phenylenediamine), ClC(C(OC)=N)(Cl)Cl (methyl 2,2,2-trichloroacetimidate). Solvent: C(C)(=O)O (acetic acid). Conditions: time 1 hour. The product is ClC(C1=NC2=C(N1)C=CC=C2)(Cl)Cl (2-(trichloromethyl)-1H-benzimidazole). Reaction SMILES: [2H][C:2]1[C:7]([2H])=[C:6]([NH2:9])[C:5]([NH2:10])=[C:4]([2H])[C:3]=1[2H].[Cl:13][C:14]([Cl:20])([Cl:19])[C:15](=N)OC>C(O)(=O)C>[Cl:13][C:14]([Cl:20])([Cl:19])[C:15]1[NH:10][C:5]2[CH:4]=[CH:3][CH:2]=[CH:7][C:6]=2[N:9]=1. Procedure: O-Phenylenediamine (25 g) was dissolved in acetic acid (750 ml), and methyl 2,2,2-trichloroacetimidate (28.5 ml) was added dropwise over 15 min. After stirring at room temperature for 1 hr, the reaction mixture was concentrated to about 150 ml, and poured into water (1500 ml). The precipitated crystals were collected by filtration, washed with water (1000 ml) and suspended in toluene (500 ml). The solvent was evaporated under reduced pressure. The residue was again suspended in toluene (500 ml) ...